Dataset: the Open Reaction Database (ORD), a public repository of structured organic reaction records. Task: describe an organic reaction: reactants, conditions, products, and yield Reactants: FC1=CC=C(C=C1)C([C@](C)(C=1OC(=NN1)C1=CC(=NC(=C1)N(S(=O)(=O)C)C)N(C[C@H]1[C@@H](C1)C)CCOC)NC(OC(C)(C)C)=O)C1=CC=CC=C1 (tert-butyl [(1R)-2-(4-fluorophenyl)-1-(5-{2-{(2-methoxyethyl)[(trans-2-methylcyclopropyl)methyl]amino}-6-[methyl(methylsulfonyl)amino]pyridin-4-yl}-1,3,4-oxadiazol-2-yl)-1-methyl-2-phenylethyl]carbamate), C(=O)(C(F)(F)F)O (TFA). The solvent is C(Cl)Cl (DCM). Reaction conditions: time 16 hour. Product: N[C@@](CC1=CC=C(C=C1)F)(C)C1=NN=C(O1)C1=CC(=NC(=C1)N(C[C@H]1[C@@H](C1)C)CCOC)N(S(=O)(=O)C)C (N-(4-{5-[(1R)-1-amino-2-(4-fluorophenyl)-1-methylethyl]-1,3,4-oxadiazol-2-yl}-6-{(2-methoxyethyl)[(trans-2-methylcyclopropyl)methyl]amino}pyridin-2-yl)-N-methylmethanesulfonamide), C(=O)(C(F)(F)F)O (TFA). Reaction SMILES: [F:1][C:2]1[CH:7]=[CH:6][C:5]([CH:8](C2C=CC=CC=2)[C@@:9]([NH:38]C(=O)OC(C)(C)C)([C:11]2[O:12][C:13]([C:16]3[CH:21]=[C:20]([N:22]([CH3:27])[S:23]([CH3:26])(=[O:25])=[O:24])[N:19]=[C:18]([N:28]([CH2:34][CH2:35][O:36][CH3:37])[CH2:29][C@@H:30]4[CH2:32][C@H:31]4[CH3:33])[CH:17]=3)=[N:14][N:15]=2)[CH3:10])=[CH:4][CH:3]=1.[C:52]([OH:58])([C:54]([F:57])([F:56])[F:55])=[O:53]>C(Cl)Cl>[NH2:38][C@:9]([C:11]1[O:12][C:13]([C:16]2[CH:17]=[C:18]([N:28]([CH2:34][CH2:35][O:36][CH3:37])[CH2:29][C@@H:30]3[CH2:32][C@H:31]3[CH3:33])[N:19]=[C:20]([N:22]([CH3:27])[S:23]([CH3:26])(=[O:24])=[O:25])[CH:21]=2)=[N:14][N:15]=1)([CH3:10])[CH2:8][C:5]1[CH:6]=[CH:7][C:2]([F:1])=[CH:3][CH:4]=1.[C:52]([OH:58])([C:54]([F:57])([F:56])[F:55])=[O:53]. Reported procedure: To a solution of tert-butyl [(1R)-2-(4-fluorophenyl)-1-(5-{2-{(2-methoxyethyl)[(trans-2-methylcyclopropyl)methyl]amino}-6-[methyl(methylsulfonyl)amino]pyridin-4-yl}-1,3,4-oxadiazol-2-yl)-1-methyl-2-phenylethyl]carbamate (11.58 g, 17.9 mmol) in DCM (75 mL) cooled to 0° C. was added TFA (25 mL) and the reaction mixture was stirred at rt for 16 h, concentrated in vacuo, and reconcentrated several times from DCM, to give N-(4-{5-[(1R)-1-amino-2-(4-fluorophenyl)-1-methylethyl]-1,3,4-oxadiazol-2-yl}-6... Reactants: [S-2].[Li+].[Li+] (lithium sulfide), BrC=1C(=C(C(=NC1C(F)(F)F)C(F)F)C(=O)OC)CC(C)C (methyl 5-bromo-2-(difluoromethyl)-4-(2-methylpropyl)-6-(trifluoromethyl)-3-pyridinecarboxylate). Solvent: CN(C)C=O (DMF), Cl (HCl). Conditions: time 8 hour. Product: FC(C1=NC(=C(C(=C1C(=O)OC)CC(C)C)S)C(F)(F)F)F (Methyl 2-(Difluoromethyl)-5-mercapto-4-(2-methylpropyl)-6-(trifluoromethyl)-3-pyridinecarboxylate). Yield: 82.3%. As a reaction SMILES: Br[C:2]1[C:3]([CH2:19][CH:20]([CH3:22])[CH3:21])=[C:4]([C:15]([O:17][CH3:18])=[O:16])[C:5]([CH:12]([F:14])[F:13])=[N:6][C:7]=1[C:8]([F:11])([F:10])[F:9].[S-2:23].[Li+].[Li+]>CN(C=O)C.Cl>[F:13][CH:12]([F:14])[C:5]1[C:4]([C:15]([O:17][CH3:18])=[O:16])=[C:3]([CH2:19][CH:20]([CH3:22])[CH3:21])[C:2]([SH:23])=[C:7]([C:8]([F:11])([F:10])[F:9])[N:6]=1 |f:1.2.3|. Procedure details: To a stirred solution of 10.11 g (0.026 mol) of methyl 5-bromo-2-(difluoromethyl)-4-(2-methylpropyl)-6-(trifluoromethyl)-3-pyridinecarboxylate (example 122 of U.S. Pat. No. 5,019,153) in 75 mL dry DMF was added 1.42 g (0.031 mol) of lithium sulfide in one portion and the mixture was stirred overnight at room temperature. The reaction mixture was diluted with 150 mL of 10% HCl solution and extracted with ether (3×100 mL). The combined extracts were washed with water, dried (MgSO4) and evaporated.... Reactants: C1(=CCCCC1)CC(CCO)C (4-(cyclohex-1-en-1-yl)-3-methylbutan-1-ol), [H][H] (hydrogen). Reagents/catalysts: [Ni] (Raney nickel). Solvent: C(C)(C)O (isopropyl alcohol). The product is C1(CCCCC1)CC(CCO)C (4-(Cyclohex-1-yl)-3-methylbutan-1-ol). Yield: 93.0%. As a reaction SMILES: [C:1]1([CH2:7][CH:8]([CH3:12])[CH2:9][CH2:10][OH:11])[CH2:6][CH2:5][CH2:4][CH2:3][CH:2]=1.[H][H]>[Ni].C(O)(C)C>[CH:1]1([CH2:7][CH:8]([CH3:12])[CH2:9][CH2:10][OH:11])[CH2:6][CH2:5][CH2:4][CH2:3][CH2:2]1. Reported procedure: A solution of 4-(cyclohex-1-en-1-yl)-3-methylbutan-1-ol (1.68 kg, 10.0 mols), isopropyl alcohol (100 ml) and Raney nickel (100 g) or other suitable sponge-metal catalyst was hydrogenated at 400 psi, at 140° C. for 10-12 h until the theoretical amount of hydrogen was taken up. The mixture was cooled and filtrated. The isopropyl alcohol was evaporated and the residue obtained was distilled under reduced pressure to provide 4-(Cyclohex-1-yl)-3-methylbutan-1-ol (1.58 kg, yield: 93%, purity: 99% sum ... Starting materials: BrC1=C(N=CN1CCCOC)C1=NC=CC(=C1)C#N (2-[5-bromo-1-(3-methoxypropyl)-1H-imidazol-4-yl]pyridine-4-carbonitrile), ClC1=C(C=C(C=C1)B(O)O)F (4-chloro3-fluorophenylboronic acid). Product: ClC1=C(C=C(C=C1)C1=C(N=CN1CCCOC)C1=NC=CC(=C1)C#N)F (2-[5-(4-chloro-3-fluorophenyl)-1-(3-methoxypropyl)-1H-imidazol-4-yl]pyridine-4-carbonitrile). RXN SMILES: Br[C:2]1[N:6]([CH2:7][CH2:8][CH2:9][O:10][CH3:11])[CH:5]=[N:4][C:3]=1[C:12]1[CH:17]=[C:16]([C:18]#[N:19])[CH:15]=[CH:14][N:13]=1.[Cl:20][C:21]1[CH:26]=[CH:25][C:24](B(O)O)=[CH:23][C:22]=1[F:30]>>[Cl:20][C:21]1[CH:26]=[CH:25][C:24]([C:2]2[N:6]([CH2:7][CH2:8][CH2:9][O:10][CH3:11])[CH:5]=[N:4][C:3]=2[C:12]2[CH:17]=[C:16]([C:18]#[N:19])[CH:15]=[CH:14][N:13]=2)=[CH:23][C:22]=1[F:30]. Procedure details: The title compound was prepared from 2-[5-bromo-1-(3-methoxypropyl)-1H-imidazol-4-yl]pyridine-4-carbonitrile and 4-chloro3-fluorophenylboronic acid according to the procedure for the preparation of Example 3, part A. [M+H] Calc'd for C19H16ClFN4O, 372. Found, 371, 373. Reactants: Br, Cc1ccc(S(=O)(=O)N(C(=O)c2c3ccccc3nc3ccccc23)c2ccc(C(=O)ON3C(=O)CCC3=O)cc2)cc1, COc1ccc(N(C(=O)c2c3ccccc3nc3ccccc23)S(=O)(=O)c2ccc(CCCCC(=O)O)cc2)cc1, ClCCCl, COS(=O)(=O)F. Product: Cc1ccc(S(=O)(=O)N(C(=O)c2c3ccccc3[n+](C)c3ccccc23)c2ccc(C(=O)ON3C(=O)CCC3=O)cc2)cc1, O=S(=O)([O-])F. As a reaction SMILES: [BrH:7].[C:49]1(=[O:91])[CH2:50][CH2:51][C:52](=[O:90])[N:53]1[O:54][C:55](=[O:56])[c:57]1[cH:58][cH:59][c:60]([N:63]([C:64](=[O:65])[c:66]2[c:67]3[cH:68][cH:69][cH:70][cH:71][c:72]3[n:73][c:74]3[cH:75][cH:76][cH:77][cH:78][c:79]23)[S:80](=[O:81])(=[O:82])[c:83]2[cH:84][cH:85][c:86]([CH3:89])[cH:87][cH:88]2)[cH:61][cH:62]1.[CH3:8][O:9][c:10]1[cH:11][cH:12][c:13]([N:14]([S:15]([c:16]2[cH:17][cH:18][c:19]([CH2:20][CH2:21][CH2:22][CH2:23][C:24]([OH:25])=[O:26])[cH:27][cH:28]2)(=[O:29])=[O:30])[C:31]([c:32]2[c:33]3[c:34]([n:35][c:36]4[c:37]2[cH:38][cH:39][cH:40][cH:41]4)[cH:42][cH:43][cH:44][cH:45]3)=[O:46])[cH:47][cH:48]1.[Cl:92][CH2:93][CH2:94][Cl:95].[F:1][S:2](=[O:3])(=[O:4])[O:5][CH3:6]>>[CH3:6][n+:73]1[c:72]2[c:67]([c:66]([C:64]([N:63]([c:60]3[cH:59][cH:58][c:57]([C:55]([O:54][N:53]4[C:49](=[O:91])[CH2:50][CH2:51][C:52]4=[O:90])=[O:56])[cH:62][cH:61]3)[S:80](=[O:81])(=[O:82])[c:83]3[cH:84][cH:85][c:86]([CH3:89])[cH:87][cH:88]3)=[O:65])[c:79]3[c:74]1[cH:75][cH:76][cH:77][cH:78]3)[cH:68][cH:69][cH:70][cH:71]2.[F:1][S:2](=[O:3])(=[O:4])[O-:5]. Reactants: buffer solution, P(O)(O)(O)=O (phosphoric acid), [Cl-].[Na+] (sodium chloride), C([C@@H]1[C@H]([C@@H]([C@H]([C@H](O1)O[C@@H]2[C@H](O[C@H]([C@@H]([C@H]2O)O)O)CO)O)O)O)O (maltose), ε-poly-L-lysine. Run in O (water). Yields the product O=C[C@H](O)[C@@H](O)[C@H](O)[C@H](O)CO (glucose). As a reaction SMILES: P(=O)(O)(O)O.[Cl-].[Na+].[CH2:8]([OH:30])[C@H:9]1[O:14][C@H:13]([O:15][C@H]2[C@H](O)[C@@H](O)[C@H](O)O[C@@H]2CO)[C@H:12]([OH:27])[C@@H:11]([OH:28])[C@@H:10]1[OH:29]>O>[O:15]=[CH:13][C@@H:12]([C@H:11]([C@@H:10]([C@@H:9]([CH2:8][OH:30])[OH:14])[OH:29])[OH:28])[OH:27] |f:1.2|. Reported procedure: To 1 ml of a buffer solution (pH 6.5) containing 20 mM phosphoric acid and 6.7 mM sodium chloride, 300 mg of maltose (Wako Pure Chemical Industries Ltd. product) were dissolved, and then, 10 mg of α-amylase (saccharification type, Seikakagaku Corporation product by using Bacillus subtilis) and 1 mg of ε-poly-L-lysine were added and dissolved. To this solution, 103 cells of Bacillus stearothermophilus were inoculated and then allowed to react at 60° C. for 24 hrs. After the reaction was completed... The reactants are CCOC(=O)c1[nH]cc2c1NC1=C(C(=O)CN(OC(C)(C)C)C1)C2c1ccc(Sc2nc3cc4c(cc3[nH]2)OC(F)(F)O4)o1, Cl, C1COCCO1. The product is CCOC(=O)c1[nH]cc2c1NC1=C(C(=O)CNC1)C2c1ccc(Sc2nc3cc4c(cc3[nH]2)OC(F)(F)O4)o1, Cl. As a reaction SMILES: [CH2:1]([CH3:2])[O:3][C:4](=[O:5])[c:6]1[nH:7][cH:8][c:9]2[c:10]1[NH:11][C:12]1=[C:17]([C:16](=[O:39])[CH2:15][N:14]([O:40][C:41]([CH3:42])([CH3:43])[CH3:44])[CH2:13]1)[CH:18]2[c:19]1[o:20][c:21]([S:24][c:25]2[nH:26][c:27]3[c:28]([n:29]2)[cH:30][c:31]2[c:32]([cH:33]3)[O:34][C:35]([F:37])([F:38])[O:36]2)[cH:22][cH:23]1.[ClH:45].[O:46]1[CH2:47][CH2:48][O:49][CH2:50][CH2:51]1>>[CH2:1]([CH3:2])[O:3][C:4](=[O:5])[c:6]1[nH:7][cH:8][c:9]2[c:10]1[NH:11][C:12]1=[C:17]([C:16](=[O:39])[CH2:15][NH:14][CH2:13]1)[CH:18]2[c:19]1[o:20][c:21]([S:24][c:25]2[nH:26][c:27]3[c:28]([n:29]2)[cH:30][c:31]2[c:32]([cH:33]3)[O:34][C:35]([F:37])([F:38])[O:36]2)[cH:22][cH:23]1.[ClH:45].